Dataset: the Open Reaction Database (ORD), a public repository of structured organic reaction records. Task: describe an organic reaction: reactants, conditions, products, and yield Starting materials: CC(C)(C)[Si](C)(C)OCCBr, CN([SiH](C)C)[Si](C)(C)C, Cc1cc2cn[nH]c2cc1[N+](=O)[O-], [Li], CN(C)C=O. The product is Cc1cc2cnn(CCO[Si](C)(C)C(C)(C)C)c2cc1[N+](=O)[O-]. As a reaction SMILES: [Br:24][CH2:25][CH2:26][O:27][Si:28]([CH3:29])([CH3:30])[C:31]([CH3:32])([CH3:33])[CH3:34].[CH3:14][SiH:15]([CH3:16])[N:17]([CH3:18])[Si:19]([CH3:20])([CH3:21])[CH3:22].[CH3:1][c:2]1[cH:3][c:4]2[cH:5][n:6][nH:7][c:8]2[cH:9][c:10]1[N+:11](=[O:12])[O-:13].[Li:23].[O:35]=[CH:36][N:37]([CH3:38])[CH3:39]>>[CH3:1][c:2]1[cH:3][c:4]2[cH:5][n:6][n:7]([CH2:25][CH2:26][O:27][Si:28]([CH3:29])([CH3:30])[C:31]([CH3:32])([CH3:33])[CH3:34])[c:8]2[cH:9][c:10]1[N+:11](=[O:12])[O-:13]. The reactants are BrN1C(CCC1=O)=O (N-bromosuccinimide), BrC1=CC(=C(C=C1)C)Cl (4-bromo-chlorotoluene), α,α′-azoisobutyronitrile, ClCCl (dichloromethane). Conditions: temperature 100 celsius. The product is BrC1=C(C=C(CBr)C=C1)Cl (4-bromo-3-chlorobenzyl bromide). Reaction SMILES: [Br:1]N1C(=O)CCC1=O.[Br:9][C:10]1C=[CH:14][C:13]([CH3:16])=[C:12](Cl)[CH:11]=1.Cl[CH2:19][Cl:20]>>[Br:9][C:10]1[CH:11]=[CH:12][C:13]([CH2:16][Br:1])=[CH:14][C:19]=1[Cl:20]. Procedure: A suspension of N-bromosuccinimide (16.4 g, 87.4 mmol), 4-bromo-chlorotoluene (18.2 g, 87.4 mmol) and α,α′-azoisobutyronitrile (0.67 g, 4 mmol) in 90 mL dichloromethane is heated in the microwave for 1 min at 100° C. and then cooled overnight at −20° C. The resulting white precipitate is filtered and the filtrate is evaporated down. The residue is stirred with 100 mL diethyl ether, filtered, evaporated down and filtered again. Starting materials: CC(C(=O)N)C (2-methylpropanamide), C(C)(C)(C)C1=C(C=C(C=C1)C(=O)O)NC(CC(CCCC)C1=C(C=C(C=C1)OC)OC)=O (N-(2-t-butyl-5-carboxyphenyl)-3-(2,4-dimethoxy-phenyl)heptanamide). Product: C(C)(C)(C)C1=C(C=C(C=C1)C(=O)NC(C(C)C)=O)NC(CC(CCCC)C1=C(C=C(C=C1)OC)OC)=O (N-[2-t-Butyl-5-(2-methylpropanoyl)aminocarbonylphenyl]-3-(2,4-dimethoxyphenyl)heptanamide), C(C)(C)OC(C)C (diisopropyl ether). Reaction SMILES: [CH3:1][CH:2]([CH3:6])[C:3]([NH2:5])=[O:4].[C:7]([C:11]1[CH:16]=[CH:15][C:14]([C:17]([OH:19])=O)=[CH:13][C:12]=1[NH:20][C:21](=[O:38])[CH2:22][CH:23]([C:28]1[CH:33]=[CH:32][C:31]([O:34][CH3:35])=[CH:30][C:29]=1[O:36][CH3:37])[CH2:24][CH2:25][CH2:26][CH3:27])([CH3:10])([CH3:9])[CH3:8]>>[C:7]([C:11]1[CH:16]=[CH:15][C:14]([C:17]([NH:5][C:3](=[O:4])[CH:2]([CH3:6])[CH3:1])=[O:19])=[CH:13][C:12]=1[NH:20][C:21](=[O:38])[CH2:22][CH:23]([C:28]1[CH:33]=[CH:32][C:31]([O:34][CH3:35])=[CH:30][C:29]=1[O:36][CH3:37])[CH2:24][CH2:25][CH2:26][CH3:27])([CH3:8])([CH3:9])[CH3:10].[CH:31]([O:34][CH:2]([CH3:3])[CH3:6])([CH3:32])[CH3:30]. Procedure: Following a similar procedure to that described in Example 139, but using 2-methylpropanamide and N-(2-t-butyl-5-carboxyphenyl)-3-(2,4-dimethoxy-phenyl)heptanamide (prepared as described in Preparation 3 1B), the title compound was obtained as crystals, melting at 139°-140° C. (from diisopropyl ether). The reactants are O=C([O-])O, ClCCl, CS(=O)(=O)Cl, CC1(C)CCC(C)(C)C1O, [Na+], c1ccncc1. Product: CC1(C)CCC(C)(C)C1OS(C)(=O)=O. RXN SMILES: [C:22](=[O:23])([O-:24])[OH:25].[CH2:27]([Cl:28])[Cl:29].[CH3:17][S:18]([Cl:19])(=[O:20])=[O:21].[CH3:1][C:2]1([CH3:10])[CH:3]([OH:9])[C:4]([CH3:7])([CH3:8])[CH2:5][CH2:6]1.[Na+:26].[cH:11]1[cH:12][cH:13][n:14][cH:15][cH:16]1>>[CH3:1][C:2]1([CH3:10])[CH:3]([O:9][S:18]([CH3:17])(=[O:20])=[O:21])[C:4]([CH3:7])([CH3:8])[CH2:5][CH2:6]1. Starting materials: CP(C)(=O)c1ccc(N)cc1, CCOCCO, C=Cn1cnc2c(Cl)ncnc21, Cl, c1ccncc1. Product: C=Cn1cnc2c(Nc3ccc(P(C)(C)=O)cc3)ncnc21. As a reaction SMILES: [CH3:13][P:14](=[O:15])([c:16]1[cH:17][cH:18][c:19]([NH2:20])[cH:21][cH:22]1)[CH3:23].[CH3:31][CH2:32][O:33][CH2:34][CH2:35][OH:36].[Cl:1][c:2]1[c:3]2[n:4][cH:5][n:6]([CH:11]=[CH2:12])[c:7]2[n:8][cH:9][n:10]1.[ClH:24].[n:25]1[cH:26][cH:27][cH:28][cH:29][cH:30]1>>[c:2]1([NH:20][c:19]2[cH:18][cH:17][c:16]([P:14]([CH3:13])(=[O:15])[CH3:23])[cH:22][cH:21]2)[c:3]2[n:4][cH:5][n:6]([CH:11]=[CH2:12])[c:7]2[n:8][cH:9][n:10]1. Product: O=C(NOCC(O)CO)c1cc(Cl)nnc1Nc1ccc(I)cc1F. Reactants: CC(=O)O, CC1(C)OCC(CONC(=O)c2cc(Cl)nnc2Nc2ccc(I)cc2F)O1, O. Reaction SMILES: [C:30]([OH:31])(=[O:32])[CH3:33].[Cl:1][c:2]1[cH:3][c:4]([C:17](=[O:18])[NH:19][O:20][CH2:21][CH:22]2[O:23][C:24]([CH3:27])([CH3:28])[O:25][CH2:26]2)[c:5]([NH:8][c:9]2[c:10]([F:16])[cH:11][c:12]([I:15])[cH:13][cH:14]2)[n:6][n:7]1.[OH2:29]>>[Cl:1][c:2]1[cH:3][c:4]([C:17](=[O:18])[NH:19][O:20][CH2:21][CH:22]([OH:23])[CH2:26][OH:25])[c:5]([NH:8][c:9]2[c:10]([F:16])[cH:11][c:12]([I:15])[cH:13][cH:14]2)[n:6][n:7]1. Reactants: NC1=CC=C(C(=O)NCCN2CCOCC2)C=C1 (4-amino-N-(2-morpholin-4-ylethyl)benzamide), ClC1=NC=C2N(C(CCN(C2=N1)C(C)C)=O)C (10-chloro-6-methyl-2-propan-2-yl-2,6,9,11-tetrazabicyclo[5.4.0]undeca-7,9,11-trien-5-one), ClC1=NC=C2N(C(CCN(C2=N1)C(C)C)=O)C (10-chloro-6-methyl-2-propan-2-yl-2,6,9,11-tetrazabicyclo[5.4.0]undeca-7,9,11-trien-5-one), CCO (EtOH), Cl (hydrochloric acid). Solvent: O (water), CO (methanol). Yields the product CN1C2=CN=C(N=C2N(CCC1=O)C(C)C)NC1=CC=C(C(=O)NCCN2CCOCC2)C=C1 (4-[(2-methyl-3-oxo-6-propan-2-yl-2,6,8,10-tetrazabicyclo[5.4.0]undeca-7,9,11-trien-9-yl)amino]-N-(2-morpholin-4-ylethyl)benzamide). Reaction SMILES: [NH2:1][C:2]1[CH:18]=[CH:17][C:5]([C:6]([NH:8][CH2:9][CH2:10][N:11]2[CH2:16][CH2:15][O:14][CH2:13][CH2:12]2)=[O:7])=[CH:4][CH:3]=1.Cl[C:20]1[N:30]=[C:29]2[C:23]([N:24]([CH3:35])[C:25](=[O:34])[CH2:26][CH2:27][N:28]2[CH:31]([CH3:33])[CH3:32])=[CH:22][N:21]=1.CCO.Cl>CO.O>[CH3:35][N:24]1[C:25](=[O:34])[CH2:26][CH2:27][N:28]([CH:31]([CH3:33])[CH3:32])[C:29]2[C:23]1=[CH:22][N:21]=[C:20]([NH:1][C:2]1[CH:3]=[CH:4][C:5]([C:6]([NH:8][CH2:9][CH2:10][N:11]3[CH2:12][CH2:13][O:14][CH2:15][CH2:16]3)=[O:7])=[CH:17][CH:18]=1)[N:30]=2. Procedure details: 4-amino-N-(2-morpholin-4-ylethyl)benzamide (Buttpark; 188 mg, 0.75 mmol) and 10-chloro-6-methyl-2-propan-2-yl-2,6,9,11-tetrazabicyclo[5.4.0]undeca-7,9,11-trien-5-one (Intermediate 76; 160 mg, 0.63 mmol) were heated together in 1:3 EtOH:water (8 ml) in the presence of concentrated hydrochloric acid (126 ul) for 24 hours. The reaction was cooled to ambient temperature and then loaded onto an SCX-2 (5 g) column pre-wet with methanol. The product was eluted with 2M NH3/MeOH and the solvent evaporate...